From a dataset of the Open Reaction Database (ORD), a public repository of structured organic reaction records. describe an organic reaction: reactants, conditions, products, and yield Starting materials: [C@@H]12CN(CC[C@H]2CN1)C(=O)OC(C)(C)C ((1R,6S)-tert-butyl 3,8-diazabicyclo[4.2.0]octane-3-carboxylate), CCN(C(C)C)C(C)C (DIPEA), ClC1=NC=CC(=N1)C(F)(F)F (2-chloro-4-(trifluoromethyl)pyrimidine). The solvent is O (water), C(C)#N (ACN). The product is FC(C1=NC(=NC=C1)N1C[C@@H]2CCN(C[C@H]12)C(=O)OC(C)(C)C)(F)F ((1R,6S)-tert-butyl 8-(4-(trifluoromethyl)pyrimidin-2-yl)-3,8-diazabicyclo[4.2.0]octane-3-carboxylate). The yield is 64.5%. As a reaction SMILES: [C@@H:1]12[NH:8][CH2:7][C@@H:6]1[CH2:5][CH2:4][N:3]([C:9]([O:11][C:12]([CH3:15])([CH3:14])[CH3:13])=[O:10])[CH2:2]2.CCN(C(C)C)C(C)C.Cl[C:26]1[N:31]=[C:30]([C:32]([F:35])([F:34])[F:33])[CH:29]=[CH:28][N:27]=1>C(#N)C.O>[F:33][C:32]([F:35])([F:34])[C:30]1[CH:29]=[CH:28][N:27]=[C:26]([N:8]2[C@@H:1]3[C@@H:6]([CH2:5][CH2:4][N:3]([C:9]([O:11][C:12]([CH3:15])([CH3:14])[CH3:13])=[O:10])[CH2:2]3)[CH2:7]2)[N:31]=1. Reported procedure: To (1R,6S)-tert-butyl 3,8-diazabicyclo[4.2.0]octane-3-carboxylate (166 mg, 0.8 mmol) and DIPEA (404 μL, 2.3 mmol) in ACN (3.4 mL) was added 2-chloro-4-(trifluoromethyl)pyrimidine (110 μL, 0.9 mmol). The reaction mixture was heated at reflux for 2 h, cooled to rt, diluted with water and extracted with CH2Cl2 (2×). The combined organics were dried (Na2SO4) and concentrated to give 185 mg (66%) of the title compound as a clear oil which was used without further purification. MS (ESI) mass calcd. Fo... The reactants are CS(=O)(=O)C1=NC=C(C=N1)C#CC1=CC=CC=C1 (2-methanesulfonyl-5-phenylethynyl-pyrimidine), C1(CCCCC1)N (cyclohexanamine). The product is C1(CCCCC1)NC1=NC=C(C=N1)C#CC1=CC=CC=C1 (Cyclohexyl-(5-phenylethynyl-pyrimidin-2-yl)-amine). RXN SMILES: CS([C:5]1[N:10]=[CH:9][C:8]([C:11]#[C:12][C:13]2[CH:18]=[CH:17][CH:16]=[CH:15][CH:14]=2)=[CH:7][N:6]=1)(=O)=O.[CH:19]1([NH2:25])[CH2:24][CH2:23][CH2:22][CH2:21][CH2:20]1>>[CH:19]1([NH:25][C:5]2[N:10]=[CH:9][C:8]([C:11]#[C:12][C:13]3[CH:18]=[CH:17][CH:16]=[CH:15][CH:14]=3)=[CH:7][N:6]=2)[CH2:24][CH2:23][CH2:22][CH2:21][CH2:20]1. Procedure details: The title compound, white solid, MS: m/e=278.2 (M+H+), can be prepared in accordance with the general method of example 1, step 3 from 2-methanesulfonyl-5-phenylethynyl-pyrimidine (example 1, step 2) and cyclohexanamine. Reaction SMILES: [O:1]=[C:2]1[C:11]([C:12]#[N:13])=[C:10]2[C:5]([C:6](=[O:14])[CH2:7][CH2:8][CH2:9]2)=[CH:4][NH:3]1.I[CH2:16][CH2:17][CH2:18][CH3:19].[H-].[Na+].Cl>CN(C=O)C>[CH2:16]([N:3]1[C:2](=[O:1])[C:11]([C:12]#[N:13])=[C:10]2[C:5]([C:6](=[O:14])[CH2:7][CH2:8][CH2:9]2)=[CH:4]1)[CH2:17][CH2:18][CH3:19] |f:2.3|. Reaction conditions: time 3 hour. Product: C(CCC)N1C=C2C(CCCC2=C(C1=O)C#N)=O (2-butyl-3,8-dioxo-2,3,5,6,7,8-hexahydroisoquinoline-4-carbonitrile). Procedure: 3,8-Dioxo-2,3,5,6,7,8-hexahydroisoquinoline-4-carbonitrile (7-010) (770 mg, 4.1 mmol) was dissolved in DMF (15 mL) and to the reaction mixture was added 1-iodobutane (0.51 mL, 4.5 mmol) and sodium hydride (60% oil suspension, 180 mg, 4.5 mmol), and the reaction mixture was stirred at room temperature for 3 h. To the reaction mixture was added dilute hydrochloric acid (1 mol/L, 60 mL) and the reaction mixture was extracted with ethyl acetate (150 mL), washed with brine (50 mL), dried over anhydro... The solvent is CN(C)C=O (DMF). Yield: 60.9%. Reactants: Cl (hydrochloric acid), ICCCC (1-iodobutane), [H-].[Na+] (sodium hydride), O=C1NC=C2C(CCCC2=C1C#N)=O (3,8-dioxo-2,3,5,6,7,8-hexahydroisoquinoline-4-carbonitrile). The reactants are C1CCOC1, CCCC[N+](CCCC)(CCCC)CCCC, [F-], NCCN, [Na+], O=C([O-])O, C[Si](C)(C)CCOCn1ccc2cc(N3CCOCC3)cnc21. Yields the product c1cc2cc(N3CCOCC3)cnc2[nH]1. RXN SMILES: [CH2:51]1[O:52][CH2:53][CH2:54][CH2:55]1.[CH2:6]([N+:7]([CH2:8][CH2:9][CH2:10][CH3:11])([CH2:12][CH2:13][CH2:14][CH3:15])[CH2:16][CH2:17][CH2:18][CH3:19])[CH2:20][CH2:21][CH3:22].[F-:5].[NH2:1][CH2:2][CH2:3][NH2:4].[Na+:50].[O-:46][C:47]([OH:48])=[O:49].[O:23]1[CH2:24][CH2:25][N:26]([c:29]2[cH:30][c:31]3[c:32]([n:33][cH:34]2)[n:35]([CH2:38][O:39][CH2:40][CH2:41][Si:42]([CH3:43])([CH3:44])[CH3:45])[cH:36][cH:37]3)[CH2:27][CH2:28]1>>[O:23]1[CH2:24][CH2:25][N:26]([c:29]2[cH:30][c:31]3[c:32]([n:33][cH:34]2)[nH:35][cH:36][cH:37]3)[CH2:27][CH2:28]1. Reactants: ClC(CC1=CC(=NO1)CC)C (5-(2-chloropropyl)-3-ethylisoxazole), C(#N)C1=CC(=C(C(=C1)C)O)C (4-cyano-2,6-dimethylphenol), [OH-].[K+] (potassium hydroxide), [I-].[K+] (potassium iodide). The solvent is C(C)#N (acetonitrile). The product is CC1=C(OCCCC2=CC(=NO2)CC)C(=CC(=C1)C#N)C (5-[3-(2,6-dimethyl-4-cyanophenoxy)propyl]-3-ethylisoxazole). Yield: 66.0%. As a reaction SMILES: [C:1]([C:3]1[CH:8]=[C:7]([CH3:9])[C:6]([OH:10])=[C:5]([CH3:11])[CH:4]=1)#[N:2].[OH-].[K+].[I-].[K+].Cl[CH:17]([CH3:26])[CH2:18][C:19]1[O:23][N:22]=[C:21]([CH2:24][CH3:25])[CH:20]=1>C(#N)C>[CH3:11][C:5]1[CH:4]=[C:3]([C:1]#[N:2])[CH:8]=[C:7]([CH3:9])[C:6]=1[O:10][CH2:26][CH2:17][CH2:18][C:19]1[O:23][N:22]=[C:21]([CH2:24][CH3:25])[CH:20]=1 |f:1.2,3.4|. Procedure: To a mixture of 7.84 g 4-cyano-2,6-dimethylphenol, 3.57 g potassium hydroxide and 10.6 g potassium iodide in 200 ml acetonitrile was added 12 g 5-(2-chloropropyl)-3-ethylisoxazole, and the mixture was heated at reflux for about 16 hrs. The reaction mixture was concentrated in vacuo and the residue partitioned between ethyl acetate and water. The ethyl acetate layer was washed with aqueous sodium hydroxide (10%) until the excess starting phenol was removed, and the solution concentrated to give 1... The reactants are N1=CC(=CC=C1)C[C@@H]1COC2=CC=C(C=C2[C@H]1O)O (trans-3-(3-pyridyl)methyl-4,6-chromandiol), ClC1=NC(=CC=C1)CBr (2-chloro-6-(bromomethyl)pyridine). Yields the product ClC1=CC=CC(=N1)COC=1C=C2[C@H]([C@@H](COC2=CC1)CC=1C=NC=CC1)O (trans-6-(6-Chloro-2-pyridyl)methoxy-3-(3-pyridyl)methyl-4-chromanol). RXN SMILES: [N:1]1[CH:6]=[CH:5][CH:4]=[C:3]([CH2:7][C@H:8]2[C@H:17]([OH:18])[C:16]3[C:11](=[CH:12][CH:13]=[C:14]([OH:19])[CH:15]=3)[O:10][CH2:9]2)[CH:2]=1.[Cl:20][C:21]1[CH:26]=[CH:25][CH:24]=[C:23]([CH2:27]Br)[N:22]=1>>[Cl:20][C:21]1[N:22]=[C:23]([CH2:27][O:19][C:14]2[CH:15]=[C:16]3[C:11](=[CH:12][CH:13]=2)[O:10][CH2:9][C@@H:8]([CH2:7][C:3]2[CH:2]=[N:1][CH:6]=[CH:5][CH:4]=2)[C@@H:17]3[OH:18])[CH:24]=[CH:25][CH:26]=1. Reported procedure: By the method of Example 5, 500 mg (1.95 mmol) of trans-3-(3-pyridyl)methyl-4,6-chromandiol and 442 mg (2.14 mmol) of 2-chloro-6-(bromomethyl)pyridine were converted to present title product, purified by flash chromatography on a silica gel column using isopropyl alcohol:ethyl acetate:CH2Cl2, 1:2:17 as eluant, to yield 0.11 g (14%) of present title compound as a glass.